From a dataset of the Open Reaction Database (ORD), a public repository of structured organic reaction records. describe an organic reaction: reactants, conditions, products, and yield Starting materials: C=CCBr, C1CCC2=NCCCN2CC1, CCOC(C)=O, ClCCl, CC1CN(C(=O)C(F)(F)F)C(C)Cc2cc(O)c(Br)cc21. The product is C=CCOc1cc2c(cc1Br)C(C)CN(C(=O)C(F)(F)F)C(C)C2. As a reaction SMILES: [CH2:22]([CH:23]=[CH2:24])[Br:25].[CH2:26]1[CH2:27][CH2:28][C:29]2=[N:34][CH2:33][CH2:32][CH2:31][N:30]2[CH2:35][CH2:36]1.[CH3:40][CH2:41][O:42][C:43]([CH3:44])=[O:45].[Cl:37][CH2:38][Cl:39].[F:1][C:2]([C:3](=[O:4])[N:5]1[CH:6]([CH3:19])[CH2:7][c:8]2[c:9]([cH:13][c:14]([Br:18])[c:15]([OH:17])[cH:16]2)[CH:10]([CH3:12])[CH2:11]1)([F:20])[F:21]>>[F:1][C:2]([C:3](=[O:4])[N:5]1[CH:6]([CH3:19])[CH2:7][c:8]2[c:9]([cH:13][c:14]([Br:18])[c:15]([O:17][CH2:24][CH:23]=[CH2:22])[cH:16]2)[CH:10]([CH3:12])[CH2:11]1)([F:20])[F:21]. Starting materials: BrC1=C2C3(C(N(C2=CC=C1)CCCCC)=O)COC=1C3=CC3=C(OCO3)C1 (4′-bromo-1′-pentylspiro[furo[2,3-f][1,3]benzodioxole-7,3′-indol]-2′(1′H)-one), FC(C=1C=C(N)C=CC1)(F)F (3-(trifluoromethyl)aniline), CC1(C2=C(C(=CC=C2)P(C3=CC=CC=C3)C4=CC=CC=C4)OC5=C(C=CC=C51)P(C6=CC=CC=C6)C7=CC=CC=C7)C (xanthphos), CC(C)([O-])C.[Na+] (sodium tert-butoxide). Reagents/catalysts: C=1C=CC(=CC1)/C=C/C(=O)/C=C/C2=CC=CC=C2.C=1C=CC(=CC1)/C=C/C(=O)/C=C/C2=CC=CC=C2.C=1C=CC(=CC1)/C=C/C(=O)/C=C/C2=CC=CC=C2.[Pd].[Pd] (Pd2(dba)3). The solvent is C1(=CC=CC=C1)C (toluene). Conditions: temperature 110 celsius. The product is C(CCCC)N1C(C2(C3=C(C=CC=C13)NC1=CC(=CC=C1)C(F)(F)F)COC=1C2=CC2=C(OCO2)C1)=O (1′-pentyl-4′-{[3-(trifluoromethyl)phenyl]amino}spiro[furo[2,3-f][1,3]benzodioxole-7,3′-indol]-2′(1′H)-one). Yield: 97.9%. Reaction SMILES: Br[C:2]1[CH:10]=[CH:9][CH:8]=[C:7]2[C:3]=1[C:4]1([C:20]3=[CH:21][C:22]4[O:26][CH2:25][O:24][C:23]=4[CH:27]=[C:19]3[O:18][CH2:17]1)[C:5](=[O:16])[N:6]2[CH2:11][CH2:12][CH2:13][CH2:14][CH3:15].[F:28][C:29]([F:38])([F:37])[C:30]1[CH:31]=[C:32]([CH:34]=[CH:35][CH:36]=1)[NH2:33].CC1(C)C2C(=C(P(C3C=CC=CC=3)C3C=CC=CC=3)C=CC=2)OC2C(P(C3C=CC=CC=3)C3C=CC=CC=3)=CC=CC1=2.CC(C)([O-])C.[Na+]>C1(C)C=CC=CC=1.C1C=CC(/C=C/C(/C=C/C2C=CC=CC=2)=O)=CC=1.C1C=CC(/C=C/C(/C=C/C2C=CC=CC=2)=O)=CC=1.C1C=CC(/C=C/C(/C=C/C2C=CC=CC=2)=O)=CC=1.[Pd].[Pd]>[CH2:11]([N:6]1[C:7]2[C:3](=[C:2]([NH:33][C:32]3[CH:34]=[CH:35][CH:36]=[C:30]([C:29]([F:28])([F:37])[F:38])[CH:31]=3)[CH:10]=[CH:9][CH:8]=2)[C:4]2([C:20]3=[CH:21][C:22]4[O:26][CH2:25][O:24][C:23]=4[CH:27]=[C:19]3[O:18][CH2:17]2)[C:5]1=[O:16])[CH2:12][CH2:13][CH2:14][CH3:15] |f:3.4,6.7.8.9.10|. Procedure details: A mixture of 4′-bromo-1′-pentylspiro[furo[2,3-f][1,3]benzodioxole-7,3′-indol]-2′(1′H)-one (0.05 g, 0.12 mmol), 3-(trifluoromethyl)aniline (0.03 g, 0.17 mmol), Pd2(dba)3 (0.02 g, 0.01 mmol), xanthphos (0.007 g, 0.01 mmol), and sodium tert-butoxide (0.02 g, 0.17 mmol) in toluene (5.00 mL) was heated at 110° C. for 4 days. After cooling down to ambient temperature, the mixture was extracted with ethyl acetate. The organic phase was dried over anhydrous sodium sulfate and filtered. The filtrate was ... Reactants: Cl.C1(CC1)COC1=C(C=C(C=C1)C(F)(F)F)C=1C2=C(N=CN1)C(=C(N2)C)C(=O)NC2CCNCC2 (4-[2-(cyclopropylmethoxy)-5-(trifluoromethyl)phenyl]-6-methyl-N-(piperidin-4-yl)-5H-pyrrolo[3,2-d]pyrimidine-7-carboxamide hydrochloride), C(C)(=O)Cl (acetyl chloride). Yields the product C(C)(=O)N1CCC(CC1)NC(=O)C1=C(NC2=C1N=CN=C2C2=C(C=CC(=C2)C(F)(F)F)OCC2CC2)C (N-(1-Acetylpiperidin-4-yl)-4-[2-(cyclopropylmethoxy)-5-(trifluoromethyl)phenyl]-6-methyl-5H-pyrrolo[3,2-d]pyrimidine-7-carboxamide). As a reaction SMILES: Cl.[CH:2]1([CH2:5][O:6][C:7]2[CH:12]=[CH:11][C:10]([C:13]([F:16])([F:15])[F:14])=[CH:9][C:8]=2[C:17]2[C:18]3[NH:25][C:24]([CH3:26])=[C:23]([C:27]([NH:29][CH:30]4[CH2:35][CH2:34][NH:33][CH2:32][CH2:31]4)=[O:28])[C:19]=3[N:20]=[CH:21][N:22]=2)[CH2:4][CH2:3]1.[C:36](Cl)(=[O:38])[CH3:37]>>[C:36]([N:33]1[CH2:32][CH2:31][CH:30]([NH:29][C:27]([C:23]2[C:19]3[N:20]=[CH:21][N:22]=[C:17]([C:8]4[CH:9]=[C:10]([C:13]([F:15])([F:14])[F:16])[CH:11]=[CH:12][C:7]=4[O:6][CH2:5][CH:2]4[CH2:3][CH2:4]4)[C:18]=3[NH:25][C:24]=2[CH3:26])=[O:28])[CH2:35][CH2:34]1)(=[O:38])[CH3:37] |f:0.1|. Procedure: Starting from 4-[2-(cyclopropylmethoxy)-5-(trifluoromethyl)phenyl]-6-methyl-N-(piperidin-4-yl)-5H-pyrrolo[3,2-d]pyrimidine-7-carboxamide hydrochloride (example D.f31) and commercially available acetyl chloride the title compound is obtained as colorless solid. Starting materials: O=C([O-])[O-], CC#N, CO, Cl, [K+], [K+], NNc1nncc2ccccc12, O=[N+]([O-])O. Yields the product NNc1nncc2ccccc12, O=[N+]([O-])[O-]. Reaction SMILES: [C:14](=[O:15])([O-:16])[O-:17].[CH3:24][C:25]#[N:26].[CH3:27][OH:28].[ClH:1].[K+:18].[K+:19].[NH2:2][NH:3][c:4]1[n:5][n:6][cH:7][c:8]2[cH:9][cH:10][cH:11][cH:12][c:13]12.[OH:20][N+:21]([O-:22])=[O:23]>>[NH2:2][NH:3][c:4]1[n:5][n:6][cH:7][c:8]2[cH:9][cH:10][cH:11][cH:12][c:13]12.[O:20]=[N+:21]([O-:22])[O-:23]. Starting materials: Cl.ClC1=NC=NC2=CC=C(C=C12)[N+](=O)[O-] (4-chloro-6-nitroquinazoline hydrochloride), C(C1=CC=CC=C1)OC1=CC=C(N)C=C1 (4-benzyloxyaniline), CN(C1=CC=CC=C1)C (N,N-dimethylaniline). Solvent: C(C)(C)O (isopropanol). Run at temperature 25 celsius. The product is Cl.NC=1C=C2C(=NC=NC2=CC1)NC1=CC=C(C=C1)OCC1=CC=CC=C1 (6-amino-4-(4-benzyloxyanilino)quinazoline hydrochloride). Isolated yield 88.4%. RXN SMILES: Cl.[Cl:2][C:3]1[C:12]2[C:7](=[CH:8][CH:9]=[C:10]([N+:13]([O-])=O)[CH:11]=2)[N:6]=[CH:5][N:4]=1.[CH2:16]([O:23][C:24]1[CH:30]=[CH:29][C:27]([NH2:28])=[CH:26][CH:25]=1)[C:17]1[CH:22]=[CH:21][CH:20]=[CH:19][CH:18]=1.CN(C)C1C=CC=CC=1>C(O)(C)C>[ClH:2].[NH2:13][C:10]1[CH:11]=[C:12]2[C:7](=[CH:8][CH:9]=1)[N:6]=[CH:5][N:4]=[C:3]2[NH:28][C:27]1[CH:26]=[CH:25][C:24]([O:23][CH2:16][C:17]2[CH:18]=[CH:19][CH:20]=[CH:21][CH:22]=2)=[CH:30][CH:29]=1 |f:0.1,5.6|. Procedure: A suspension of crude 4-chloro-6-nitroquinazoline hydrochloride (5 mmol) (Morley J. S. and Simpson J. C. E., J. Chem. Soc., 1948:360) was refluxed under nitrogen with stirring in isopropanol (10 mL) containing 4-benzyloxyaniline (999 mg, 5 mmol) and N,N-dimethylaniline (1.209 g, 10 mmol) for 3 hours. The mixture was allowed to cool to 25° C., and the precipitate was collected by Buchner filtration, rinsed with isopropanol (2×10 mL), and dried at 60° C. in a vacuum oven to give 6-amino-4-(4-benzy...